This data is from the Open Reaction Database (ORD), a public repository of structured organic reaction records. The task is: describe an organic reaction: reactants, conditions, products, and yield The reactants are N, COC(=O)C1CCOCC1, O. The product is NC(=O)C1CCOCC1. Reaction SMILES: [NH3:12].[O:1]1[CH2:2][CH2:3][CH:4]([C:7]([O:9][CH3:8])=[O:10])[CH2:5][CH2:6]1.[OH2:11]>>[O:1]1[CH2:2][CH2:3][CH:4]([C:7](=[O:9])[NH2:12])[CH2:5][CH2:6]1. Reactants: CC1=CC=2C(=NCCC2S1)CCC1=CC=C(C=C1)C(F)(F)F (2-methyl-4-[2-(4-trifluoromethyl-phenyl)-ethyl]-6,7-dihydro-thieno[3,2-c]pyridine), [BH4-].[Na+] (NaBH4). The solvent is CO (methanol). Reaction conditions: time 30 minute. Yields the product CC1=CC=2C(NCCC2S1)CCC1=CC=C(C=C1)C(F)(F)F (2-Methyl-4-[2-(4-trifluoromethyl-phenyl)-ethyl]-4,5,6,7-tetrahydro-thieno[3,2-c]pyridine). Reaction SMILES: [CH3:1][C:2]1[S:10][C:9]2[CH2:8][CH2:7][N:6]=[C:5]([CH2:11][CH2:12][C:13]3[CH:18]=[CH:17][C:16]([C:19]([F:22])([F:21])[F:20])=[CH:15][CH:14]=3)[C:4]=2[CH:3]=1.[BH4-].[Na+]>CO>[CH3:1][C:2]1[S:10][C:9]2[CH2:8][CH2:7][NH:6][CH:5]([CH2:11][CH2:12][C:13]3[CH:18]=[CH:17][C:16]([C:19]([F:22])([F:21])[F:20])=[CH:15][CH:14]=3)[C:4]=2[CH:3]=1 |f:1.2|. Procedure details: To a solution of 740 mg 2-methyl-4-[2-(4-trifluoromethyl-phenyl)-ethyl]-6,7-dihydro-thieno[3,2-c]pyridine in 7.4 mL methanol was added portion wise 82 mg (2.17 mmol) NaBH4 at room temperature. The mixture was stirred at room temperature for 30 minutes, cooled in an ice bath and quenched with water and 1N HCl. The methanol was removed in vacuo and the residue stirred in water. The mixture was basified with a 2M Na2CO3 solution and extracted with dichloromethane. The combined organic extracts were... The reactants are OC1=CC=C2C(NC=NC2=C1)=O (7-hydroxyquinazolin-4-one), P(=O)(Cl)(Cl)Cl (phosphorous oxychloride), CN(C1=CC=CC=C1)C (dimethylaniline), [Na] (sodium), NaH2PO4. The solvent is C(C)O (ethanol), C(C)O (ethanol). Reaction conditions: time 2 hour. Product: OC1=CC=C2C(=NC=NC2=C1)OCC (7-Hydroxy-4-ethoxyquinazoline). Reaction SMILES: [OH:1][C:2]1[CH:11]=[C:10]2[C:5]([C:6](=[O:12])[NH:7][CH:8]=[N:9]2)=[CH:4][CH:3]=1.P(Cl)(Cl)(Cl)=O.CN(C)[C:20]1C=CC=C[CH:21]=1.[Na]>C(O)C>[OH:1][C:2]1[CH:11]=[C:10]2[C:5]([C:6]([O:12][CH2:20][CH3:21])=[N:7][CH:8]=[N:9]2)=[CH:4][CH:3]=1 |^1:26|. Procedure: A mixture of 7-hydroxyquinazolin-4-one (105 mg, 648 μmol), phosphorous oxychloride (2 ml), and dimethylaniline (85 μl, 671 μmol) was heated at reflux for 15 minutes in an argon atmosphere. The cooled mixture was concentrated under vacuum, and kept in an argon atmosphere to avoid hydrolysis. This residue was dissolved in ethanol (anhydrous, 3 mL), and a solution of sodium (283 mg, 12.34 mmol) in ethanol (3 ml) was added dropwise. The resulting yellow mixture was stirred at room temperature under ... Reactants: O=C([O-])[O-], [K+], [K+], [K+], O=C=O, O, [O-]c1ccc2ccccc2c1. Yields the product O=C(O)c1ccc2cc(O)ccc2c1. Reaction SMILES: [C:1]([O-:2])([O-:3])=[O:4].[K+:21].[K+:5].[K+:6].[O:7]=[C:8]=[O:9].[OH2:22].[cH:10]1[c:11]([O-:20])[cH:12][cH:13][c:14]2[cH:15][cH:16][cH:17][cH:18][c:19]12>>[C:1]([OH:2])(=[O:4])[c:16]1[cH:15][c:14]2[cH:13][cH:12][c:11]([OH:20])[cH:10][c:19]2[cH:18][cH:17]1. The reactants are C1(=CC=C(C=C1)[C@]1(C(=C(C(O1)=O)O)O)C)C1=CC=CC=C1 ((S)-(+)-5-[(1,1'-biphenyl)-4-yl]-3,4-dihydroxy-5-methyl-2(5H)-furanone), C(C(C)C)C1=CC=C(C=C1)[C@H](C(=O)OC)C (methyl (R)-(-)-2-(4-isobutylphenyl)propionate), C(C(C)C)C1=CC=C(C(=O)C(=O)OCC)C=C1 (ethyl 4-isobutylbenzoylformate), C1=CC=C(C=C1)[C@H](CO)N ((R)-(-)-Phenylglycinol). Yields the product OC=1C(O[C@@](C1O)(C1=CC=C(C=C1)CC(C)C)C)=O ((R)-(-)-3,4-dihydroxy-5-methyl-5-[4-(2-methylpropyl)phenyl]-2(5H)-furanone). The yield is 15.0%. Reaction SMILES: [C:1]1([C:16]2[CH:21]=[CH:20]C=CC=2)[CH:6]=[CH:5][C:4]([C@:7]2([CH3:15])[O:11][C:10](=[O:12])[C:9]([OH:13])=[C:8]2[OH:14])=[CH:3][CH:2]=1.[CH2:22](C1C=CC(C(C(OCC)=O)=O)=CC=1)C(C)C.C1C=CC([C@@H](N)CO)=CC=1.C(C1C=CC([C@@H](C)C(OC)=O)=CC=1)C(C)C>>[OH:13][C:9]1[C:10](=[O:12])[O:11][C@:7]([CH3:15])([C:4]2[CH:3]=[CH:2][C:1]([CH2:16][CH:21]([CH3:20])[CH3:22])=[CH:6][CH:5]=2)[C:8]=1[OH:14]. Procedure details: (R)-(-)-3,4-Dihydroxy-5-methyl-5-[4-(2-methylpropyl)phenyl]-2(5H)-furanone was synthesized in an analogous manner used for the production of (S)-(+)-5-[(1,1'-biphenyl)-4-yl]-3,4-dihydroxy-5-methyl-2(5H)-furanone starting with ethyl 4-isobutylbenzoylformate. (R)-(-)-Phenylglycinol was used to resolve the methyl (R)-(-)-2-(4-isobutylphenyl)propionate enantiomer, of which 1.2 g, (5 mmol) was converted into 190 mg (15% yield) of (R)-(-)-3,4-dihydroxy-5-methyl-5-[4-(2-methylpropyl)phenyl]-2(5H)-furan... Reactants: CCC(COC)Oc1cc(C)nc2c(-c3ccc(Br)cc3OC)nn(C)c12, N#Cc1ccc[nH]1, [Cu]I. The product is CCC(COC)Oc1cc(C)nc2c(-c3ccc(-n4cccc4C#N)cc3OC)nn(C)c12. Reaction SMILES: [Br:1][c:2]1[cH:3][c:4]([O:26][CH3:27])[c:5](-[c:8]2[n:9][n:10]([CH3:25])[c:11]3[c:12]2[n:13][c:14]([CH3:24])[cH:15][c:16]3[O:17][CH:18]([CH2:19][CH3:20])[CH2:21][O:22][CH3:23])[cH:6][cH:7]1.[C:28](#[N:29])[c:30]1[nH:31][cH:32][cH:33][cH:34]1.[Cu:35][I:36]>>[c:2]1(-[n:31]2[c:30]([C:28]#[N:29])[cH:34][cH:33][cH:32]2)[cH:3][c:4]([O:26][CH3:27])[c:5](-[c:8]2[n:9][n:10]([CH3:25])[c:11]3[c:12]2[n:13][c:14]([CH3:24])[cH:15][c:16]3[O:17][CH:18]([CH2:19][CH3:20])[CH2:21][O:22][CH3:23])[cH:6][cH:7]1. Procedure details: The title compound was prepared from 5-(4-chloro-phenyl)-7-methyl-pyrazolo[1,5-a]pyrimidine-3-carboxylic acid (example C.24) (144 mg, 0.5 mmol) and N-hydroxy-5-sulfamoyl-thiophene-2-carboxamidine (example B.2) (166 mg, 0.75 mmol) according to general procedure II. Obtained after purification by column chromatography (dichloromethane/MeOH/NH4OH)) and crystallization (MeOH/dichloromethane) as a light yellow solid (79 mg, 33%). MS (ISP) 473.3 [(M+H)+]; mp 253° C. Starting materials: ClC1=CC=C(C=C1)C1=NC=2N(C(=C1)C)N=CC2C(=O)O (5-(4-chloro-phenyl)-7-methyl-pyrazolo[1,5-a]pyrimidine-3-carboxylic acid), ONC(=N)C=1SC(=CC1)S(N)(=O)=O (N-hydroxy-5-sulfamoyl-thiophene-2-carboxamidine). The product is ClC1=CC=C(C=C1)C1=NC=2N(C(=C1)C)N=CC2C2=NC(=NO2)C2=CC=C(S2)S(=O)(=O)N (5-{5-[5-(4-Chloro-phenyl)-7-methyl-pyrazolo[1,5-a]pyrimidin-3-yl]-[1,2,4]oxadiazol-3-yl}-thiophene-2-sulfonic Acid Amide). RXN SMILES: [Cl:1][C:2]1[CH:7]=[CH:6][C:5]([C:8]2[CH:13]=[C:12]([CH3:14])[N:11]3[N:15]=[CH:16][C:17]([C:18]([OH:20])=O)=[C:10]3[N:9]=2)=[CH:4][CH:3]=1.O[NH:22][C:23]([C:25]1[S:26][C:27]([S:30](=[O:33])(=[O:32])[NH2:31])=[CH:28][CH:29]=1)=[NH:24]>>[Cl:1][C:2]1[CH:3]=[CH:4][C:5]([C:8]2[CH:13]=[C:12]([CH3:14])[N:11]3[N:15]=[CH:16][C:17]([C:18]4[O:20][N:24]=[C:23]([C:25]5[S:26][C:27]([S:30]([NH2:31])(=[O:33])=[O:32])=[CH:28][CH:29]=5)[N:22]=4)=[C:10]3[N:9]=2)=[CH:6][CH:7]=1. Procedure: The compound was prepared by a method similar to Example 11 from 2',5'-dihydroxyacetophenone, cyclopentanecarbonyl chloride, 1-bromo-6-chlorohexane, and piperidine: mp 138°-139° C. As a reaction SMILES: [OH:1][C:2]1[CH:7]=[CH:6][C:5](O)=[CH:4][C:3]=1[C:9](=[O:11])[CH3:10].[CH:12]1([C:17]([Cl:19])=[O:18])[CH2:16][CH2:15][CH2:14][CH2:13]1.Br[CH2:21][CH2:22][CH2:23][CH2:24][CH2:25][CH2:26]Cl.[NH:28]1[CH2:33][CH2:32][CH2:31][CH2:30][CH2:29]1>>[ClH:19].[CH:25]1([C:26]2[O:1][C:2]3[CH:7]=[CH:6][CH:5]=[CH:4][C:3]=3[C:9](=[O:11])[C:10]=2[O:18][CH2:17][CH2:12][CH2:16][CH2:15][CH2:14][CH2:13][CH:29]2[NH:28][CH2:33][CH2:32][CH2:31][CH2:30]2)[CH2:24][CH2:23][CH2:22][CH2:21]1 |f:4.5|. Product: Cl.C1(CCCC1)C=1OC2=C(C(C1OCCCCCCC1CCCCN1)=O)C=CC=C2 (2-Cyclopentyl-6-[6-piperidinyl)hexoxy-4H-1-benzopyran-4-one hydrochloride). Reactants: OC1=C(C=C(C=C1)O)C(C)=O (2',5'-dihydroxyacetophenone), C1(CCCC1)C(=O)Cl (cyclopentanecarbonyl chloride), BrCCCCCCCl (1-bromo-6-chlorohexane), N1CCCCC1 (piperidine). Starting materials: BrC=1C=C2C(CC(OC2=CC1)C1=NC=CC=C1)=O (6-bromo-2-(pyridin-2-yl)chroman-4-one), C(#N)C=1C=C(C=CC1)B(O)O (3-cyanophenylboronic acid). Reagents/catalysts: Cl[Pd]([P](C1=CC=CC=C1)(C2=CC=CC=C2)C3=CC=CC=C3)([P](C4=CC=CC=C4)(C5=CC=CC=C5)C6=CC=CC=C6)Cl (Pd(PPh3)2Cl2). Run in O1CCOCC1 ([1,4]dioxane), C(=O)([O-])[O-].[Cs+].[Cs+] (Cs2CO3). Run at temperature 120 celsius. The product is O=C1CC(OC2=CC=C(C=C12)C=1C=C(C#N)C=CC1)C1=NC=CC=C1 (3-(4-oxo-2-(pyridin-2-yl)chroman-6-yl)benzonitrile). Yield: 33.7%. As a reaction SMILES: Br[C:2]1[CH:3]=[C:4]2[C:9](=[CH:10][CH:11]=1)[O:8][CH:7]([C:12]1[CH:17]=[CH:16][CH:15]=[CH:14][N:13]=1)[CH2:6][C:5]2=[O:18].[C:19]([C:21]1[CH:22]=[C:23](B(O)O)[CH:24]=[CH:25][CH:26]=1)#[N:20]>O1CCOCC1.C([O-])([O-])=O.[Cs+].[Cs+].Cl[Pd](Cl)([P](C1C=CC=CC=1)(C1C=CC=CC=1)C1C=CC=CC=1)[P](C1C=CC=CC=1)(C1C=CC=CC=1)C1C=CC=CC=1>[O:18]=[C:5]1[C:4]2[C:9](=[CH:10][CH:11]=[C:2]([C:25]3[CH:26]=[C:21]([CH:22]=[CH:23][CH:24]=3)[C:19]#[N:20])[CH:3]=2)[O:8][CH:7]([C:12]2[CH:17]=[CH:16][CH:15]=[CH:14][N:13]=2)[CH2:6]1 |f:3.4.5,^1:44,63|. Procedure details: Pd(PPh3)2Cl2 (20 mg) in a 10 mL flask under Ar was treated sequentially with 6-bromo-2-(pyridin-2-yl)chroman-4-one (300 mg, 1 mmol) in [1,4]dioxane (40 mL), Cs2CO3 (2 N, 5 mL) and 3-cyanophenylboronic acid (250 mg, 1 mmol). The mixture was heated at 120° C. under Ar in a microwave reactor for 30 minutes. The reaction mixture was concentrated in vacuo to give the residue, which was purified by preparative TLC to give 3-(4-oxo-2-(pyridin-2-yl)chroman-6-yl)benzonitrile (110 mg, 60%). 1H-NMR (CDCl3)... Starting materials: ice, COC1=CC=C(COC(=O)C2=C(CS[C@H]3N2C([C@H]3NC(CC3=CC=CC=C3)=O)=O)CCl)C=C1 (7β-phenylacetamido-3-chloromethyl-3-cephem-4-carboxylic acid p-methoxybenzyl ester), ClC1=CC(=CC=C1)C(=O)OO (m-chloroperbenzoic acid). The solvent is S(=S)(=O)([O-])[O-].[Na+].[Na+] (sodium thiosulfate), ClCCl (dichloro-methane). Reaction conditions: time 1 hour. Product: COC1=CC=C(COC(=O)C2=C(CS([C@H]3N2C([C@H]3NC(CC3=CC=CC=C3)=O)=O)=O)CCl)C=C1 (7β-phenylacetamido-3-chloromethyl-3-cephem-4-carboxylic acid p-methoxybenzyl ester 1-oxide). Yield: 53.6%. As a reaction SMILES: [CH3:1][O:2][C:3]1[CH:33]=[CH:32][C:6]([CH2:7][O:8][C:9]([C:11]2[N:16]3[C:17](=[O:29])[C@@H:18]([NH:19][C:20](=[O:28])[CH2:21][C:22]4[CH:27]=[CH:26][CH:25]=[CH:24][CH:23]=4)[C@H:15]3[S:14][CH2:13][C:12]=2[CH2:30][Cl:31])=[O:10])=[CH:5][CH:4]=1.ClC1C=CC=C(C(OO)=[O:42])C=1>ClCCl.S([O-])([O-])(=O)=S.[Na+].[Na+]>[CH3:1][O:2][C:3]1[CH:33]=[CH:32][C:6]([CH2:7][O:8][C:9]([C:11]2[N:16]3[C:17](=[O:29])[C@@H:18]([NH:19][C:20](=[O:28])[CH2:21][C:22]4[CH:23]=[CH:24][CH:25]=[CH:26][CH:27]=4)[C@H:15]3[S:14](=[O:42])[CH2:13][C:12]=2[CH2:30][Cl:31])=[O:10])=[CH:5][CH:4]=1 |f:3.4.5|. Reported procedure: To an ice cold solution of 7β-phenylacetamido-3-chloromethyl-3-cephem-4-carboxylic acid p-methoxybenzyl ester (3.0 g; 6.16 mMol.) in dichloro-methane (50 ml) is added m-chloroperbenzoic acid (1.32 g: 1 Eq.), and the mixture is stirred for 1 hour under ice cooling. The reaction mixture is diluted with aqueous 5% sodium thiosulfate and extracted with dichloromethane. The extract is washed with aqueous sodium hydrogen carbonate, dried, and concentrated in vacuum to give 7β-phenylacetamido-3-chlorom...